This data is from the Open Reaction Database (ORD), a public repository of structured organic reaction records. The task is: describe an organic reaction: reactants, conditions, products, and yield The reactants are ClCCCBr, O=C([O-])[O-], [Cs+], [Cs+], CCc1nc2c(N)nc3cc(O)ccc3c2s1, CN(C)C=O, O. Yields the product CCc1nc2c(N)nc3cc(OCCCCl)ccc3c2s1. As a reaction SMILES: [Br:24][CH2:25][CH2:26][CH2:27][Cl:28].[C:18](=[O:19])([O-:20])[O-:21].[Cs+:22].[Cs+:23].[NH2:1][c:2]1[n:3][c:4]2[cH:5][c:6]([OH:17])[cH:7][cH:8][c:9]2[c:10]2[c:11]1[n:12][c:13]([CH2:15][CH3:16])[s:14]2.[O:30]=[CH:31][N:32]([CH3:33])[CH3:34].[OH2:29]>>[NH2:1][c:2]1[n:3][c:4]2[cH:5][c:6]([O:17][CH2:25][CH2:26][CH2:27][Cl:28])[cH:7][cH:8][c:9]2[c:10]2[c:11]1[n:12][c:13]([CH2:15][CH3:16])[s:14]2. Reactants: C(=C)C1=NC2=CC=CC=C2C=C1 (2-vinylquinoline), C1(=C(C(=C(C(=C1F)F)F)N)F)N.Cl.Cl (dihydrochloride). Yields the product FC1=CC=2C3=C(NC2C=C1)CCN(C3)CCC3=NC1=CC=CC=C1C=C3 (8-Fluoro-2,3,4,5-tetrahydro-2-[2-(2-quinolinyl)ethyl]-1H-pyrido[4-3-b]indole). RXN SMILES: [CH:1]([C:3]1[CH:12]=[CH:11][C:10]2[C:5](=[CH:6][CH:7]=[CH:8][CH:9]=2)[N:4]=1)=[CH2:2].[C:13]1(N)[C:18]([F:19])=[C:17](F)[C:16](F)=[C:15]([NH2:22])[C:14]=1F.Cl.Cl>>[F:19][C:18]1[CH:13]=[CH:14][C:15]2[NH:22][C:11]3[CH2:10][CH2:5][N:4]([CH2:2][CH2:1][C:3]4[CH:12]=[CH:11][C:10]5[C:5](=[CH:6][CH:7]=[CH:8][CH:9]=5)[N:4]=4)[CH2:3][C:12]=3[C:16]=2[CH:17]=1 |f:1.2.3|. Procedure details: The title compound was prepared following the procedure of Example 2 with the exception that 2-vinylquinoline was used instead of 2-vinylpyridine. The product was converted to the dihydrochloride salt; mp 192°-194° C. Starting materials: Cl (hydrochloric acid), Cl.C(=O)NC=1SC=C(N1)C(C(=O)N[C@H]1[C@@H]2N(C(=C(CS2)C[N+]2(CCN(CC2)C(=O)OC(C)(C)C)C)C(=O)[O-])C1=O)=NOCC(=O)OC(C)(C)C (7β-[2-(2-formamidothiazol-4-yl)-2-tert-butoxycarbonylmethoxyiminoacetamido]-3-(1-methyl-4-tert-butoxycarbonyl-1-piperazinio)methyl-3-cephem-4-carboxylate hydrochloride), C(C)(=O)OCC (ethyl acetate). Solvent: CO (methanol). Conditions: time 4.5 hour. Yields the product NC=1SC=C(N1)C(C(=O)N[C@H]1[C@@H]2N(C(=C(CS2)C[N+]2(CCNCC2)C)C(=O)[O-])C1=O)=NOCC(=O)O (7β-[2-(2-aminothiazol- 4-yl)-2-carboxymethoxyiminoacetamido]-3-(1-methyl-1-piperazinio)methyl-3-cephem-4-carboxylate). Isolated yield 26.7%. RXN SMILES: Cl.C([NH:4][C:5]1[S:6][CH:7]=[C:8]([C:10](=[N:41][O:42][CH2:43][C:44]([O:46]C(C)(C)C)=[O:45])[C:11]([NH:13][C@@H:14]2[C:39](=[O:40])[N:16]3[C:17]([C:36]([O-:38])=[O:37])=[C:18]([CH2:21][N+:22]4([CH3:35])[CH2:27][CH2:26][N:25](C(OC(C)(C)C)=O)[CH2:24][CH2:23]4)[CH2:19][S:20][C@H:15]23)=[O:12])[N:9]=1)=O.Cl.C(OCC)(=O)C>CO>[NH2:4][C:5]1[S:6][CH:7]=[C:8]([C:10](=[N:41][O:42][CH2:43][C:44]([OH:46])=[O:45])[C:11]([NH:13][C@@H:14]2[C:39](=[O:40])[N:16]3[C:17]([C:36]([O-:38])=[O:37])=[C:18]([CH2:21][N+:22]4([CH3:35])[CH2:23][CH2:24][NH:25][CH2:26][CH2:27]4)[CH2:19][S:20][C@H:15]23)=[O:12])[N:9]=1 |f:0.1|. Procedure details: To a suspension of 7β-[2-(2-formamidothiazol-4-yl)-2-tert-butoxycarbonylmethoxyiminoacetamido]-3-(1-methyl-4-tert-butoxycarbonyl-1-piperazinio)methyl-3-cephem-4-carboxylate hydrochloride (syn isomer) (4.02 g) in methanol (12 ml) was added conc. hydrochloric acid (4.4 ml) at 10° C. The resulting solution was warmed to room temperature and stirred for 4.5 hours. The mixture was pulverized with ethyl acetate (800 ml) and the powder was collected by filtration, washed with ethyl acetate and dried in... Reactants: [N+](=O)([O-])C=1C=C(C=CC1)C=1N=C2SC3=C(N2C1C=O)CCCC3 (5,6,7,8-tetrahydro-2-(3-nitrophenyl)-3-formylimidazo[2,1-b]benzothiazol), C(C1=CN=CC=C1)(=O)NN (nicotinohydrazide), [OH-].[K+] (potassium hydroxide), O (water). Run in CO (methanol). Yields the product [N+](=O)([O-])C=1C=C(C=CC1)C=1N=C2SC3=C(N2C1C=NNC(=O)C=1C=NC=CC1)CCCC3 (5,6,7,8-tetrahydro-2-(3-nitrophenyl)-3-(3-pyridylcarbonylaminoiminomethyl)imidazo[2,1-b]benzothiazole). As a reaction SMILES: [N+:1]([C:4]1[CH:5]=[C:6]([C:10]2[N:11]=[C:12]3[N:16]([C:17]=2[CH:18]=O)[C:15]2[CH2:20][CH2:21][CH2:22][CH2:23][C:14]=2[S:13]3)[CH:7]=[CH:8][CH:9]=1)([O-:3])=[O:2].[C:24]([NH:32][NH2:33])(=[O:31])[C:25]1[CH:30]=[CH:29][CH:28]=[N:27][CH:26]=1.[OH-].[K+].O>CO>[N+:1]([C:4]1[CH:5]=[C:6]([C:10]2[N:11]=[C:12]3[N:16]([C:17]=2[CH:18]=[N:33][NH:32][C:24]([C:25]2[CH:26]=[N:27][CH:28]=[CH:29][CH:30]=2)=[O:31])[C:15]2[CH2:20][CH2:21][CH2:22][CH2:23][C:14]=2[S:13]3)[CH:7]=[CH:8][CH:9]=1)([O-:3])=[O:2] |f:2.3|. Reported procedure: Next, 0.33 g of 5,6,7,8-tetrahydro-2-(3-nitrophenyl)-3-formylimidazo[2,1-b]benzothiazol, 0.15 g of nicotinohydrazide, and 0.1 g of potassium hydroxide were heated and stirred in 20 ml of methanol at 90° C. for 1.5 hours. After cooling, water was added and the desired substance was obtained in an amount of 0.21 g (yield of 46.7%). Starting materials: C(C)(C)(C)C=1C=C(N(N1)C1=CC=C(C=C1)C)NC(=O)NC=1C(=NC(=CC1)N1CCN(CC1)C(C1=C(C=CC=C1F)F)=O)C (1-(5-tert-butyl-2-p-tolyl-2H-pyrazol-3-yl)-3-{6-[4-(2,6-difluoro-benzoyl)-piperazin-1-yl]-2-methyl-pyridin-3-yl}-urea), CO (methanol), CS(=O)(=O)O (methanesulfonic acid). Solvent: C(C)(=O)OCC (ethyl acetate). Reaction conditions: temperature 50 celsius, time 0.5 hour. Yields the product CS(=O)(=O)O.C(C)(C)(C)C=1C=C(N(N1)C1=CC=C(C=C1)C)NC(=O)NC=1C(=NC(=CC1)N1CCN(CC1)C(C1=C(C=CC=C1F)F)=O)C (1-(5-tert-Butyl-2-p-tolyl-2H-pyrazol-3-yl)-3-{6-[4-(2,6-difluoro-benzoyl)-piperazin-1-yl]-2-methyl-pyridin-3-yl}-urea monomethanesulfonate). The yield is 95.3%. As a reaction SMILES: [C:1]([C:5]1[CH:6]=[C:7]([NH:17][C:18]([NH:20][C:21]2[C:22]([CH3:43])=[N:23][C:24]([N:27]3[CH2:32][CH2:31][N:30]([C:33](=[O:42])[C:34]4[C:39]([F:40])=[CH:38][CH:37]=[CH:36][C:35]=4[F:41])[CH2:29][CH2:28]3)=[CH:25][CH:26]=2)=[O:19])[N:8]([C:10]2[CH:15]=[CH:14][C:13]([CH3:16])=[CH:12][CH:11]=2)[N:9]=1)([CH3:4])([CH3:3])[CH3:2].CO.[CH3:46][S:47]([OH:50])(=[O:49])=[O:48]>C(OCC)(=O)C>[CH3:46][S:47]([OH:50])(=[O:49])=[O:48].[C:1]([C:5]1[CH:6]=[C:7]([NH:17][C:18]([NH:20][C:21]2[C:22]([CH3:43])=[N:23][C:24]([N:27]3[CH2:32][CH2:31][N:30]([C:33](=[O:42])[C:34]4[C:35]([F:41])=[CH:36][CH:37]=[CH:38][C:39]=4[F:40])[CH2:29][CH2:28]3)=[CH:25][CH:26]=2)=[O:19])[N:8]([C:10]2[CH:15]=[CH:14][C:13]([CH3:16])=[CH:12][CH:11]=2)[N:9]=1)([CH3:4])([CH3:3])[CH3:2] |f:4.5|. Procedure: Charge 1-(5-tert-butyl-2-p-tolyl-2H-pyrazol-3-yl)-3-{6-[4-(2,6-difluoro-benzoyl)-piperazin-1-yl]-2-methyl-pyridin-3-yl}-urea (1.00 equiv, 600.67 mmol, 353.00 g), and methanol (3.50 L) to a 5 L flask. Heat the mixture was to 50-60° C. Add methanesulfonic acid (1.00 equiv, 603.49 mmol, 39.56 mL, 58.00 g) in 250 mL of ethyl acetate drop wise. Stir the solution for 0.5 hour at ˜50° C., then remove heating source. Stir for 5 hours, then filter. Concentrate filtrate under reduced pressure. Add ethyl a... Starting materials: IC1=CC2=C(C=C1)C1C(CN(CC1)C(=O)OC(C)(C)C)O2 (tert-butyl 7-iodo-3,4,4a,9a-tetrahydro[1]benzofuro[2,3-c]pyridine-2(1H)-carboxylate), CC1(OB(OC1(C)C)C1=CC=CC2=C1OC1CN(CCC12)C(=O)OC(C)(C)C)C (tert-butyl 8-(4,4,5,5-tetramethyl-[1,3,2]dioxaborolan-2-yl)-3,4,4a,9a-tetrahydro[1]benzofuro[2,3-c]pyridine-2(1H)-carboxylate). The product is IC1=CC=CC2=C1OC1CN(CCC12)C(=O)OC(C)(C)C (Tert-butyl 8-iodo-3,4,4a,9a-tetrahydro[1]benzofuro[2,3-c]pyridine-2(1H)-carboxylate). Reaction SMILES: [I:1]C1C=CC2C3CCN(C(OC(C)(C)C)=O)CC3OC=2C=1.CC1(C)C(C)(C)OB([C:30]2[C:35]3[O:36][CH:37]4[CH:42]([C:34]=3[CH:33]=[CH:32][CH:31]=2)[CH2:41][CH2:40][N:39]([C:43]([O:45][C:46]([CH3:49])([CH3:48])[CH3:47])=[O:44])[CH2:38]4)O1>>[I:1][C:30]1[C:35]2[O:36][CH:37]3[CH:42]([C:34]=2[CH:33]=[CH:32][CH:31]=1)[CH2:41][CH2:40][N:39]([C:43]([O:45][C:46]([CH3:49])([CH3:48])[CH3:47])=[O:44])[CH2:38]3. Procedure details: Tert-butyl 8-iodo-3,4,4a,9a-tetrahydro[1]benzofuro[2,3-c]pyridine-2(1H)-carboxylate was synthesized as described for tert-butyl 7-iodo-3,4,4a,9a-tetrahydro[1]benzofuro[2,3-c]pyridine-2(1H)-carboxylate P01 starting from tert-butyl 8-(4,4,5,5-tetramethyl-[1,3,2]dioxaborolan-2-yl)-3,4,4a,9a-tetrahydro[1]benzofuro[2,3-c]pyridine-2(1H)-carboxylate. MS m/z 402 [M+H]+ Reactants: CCCCO, CCN(C(C)C)C(C)C, CC(N)c1cc2cccc(Cl)c2nc1-c1cscn1, Clc1ncnc2nc[nH]c12. Yields the product CC(Nc1ncnc2[nH]cnc12)c1cc2cccc(Cl)c2nc1-c1cscn1. As a reaction SMILES: [CH2:39]([OH:40])[CH2:41][CH2:42][CH3:43].[CH:30]([N:31]([CH2:32][CH3:33])[CH:34]([CH3:35])[CH3:36])([CH3:37])[CH3:38].[Cl:1][c:2]1[cH:3][cH:4][cH:5][c:6]2[cH:7][c:8]([CH:17]([CH3:18])[NH2:19])[c:9](-[c:12]3[n:13][cH:14][s:15][cH:16]3)[n:10][c:11]12.[Cl:20][c:21]1[c:22]2[nH:23][cH:24][n:25][c:26]2[n:27][cH:28][n:29]1>>[Cl:1][c:2]1[cH:3][cH:4][cH:5][c:6]2[cH:7][c:8]([CH:17]([CH3:18])[NH:19][c:21]3[c:22]4[n:23][cH:24][nH:25][c:26]4[n:27][cH:28][n:29]3)[c:9](-[c:12]3[n:13][cH:14][s:15][cH:16]3)[n:10][c:11]12.